Dataset: the Open Reaction Database (ORD), a public repository of structured organic reaction records. Task: describe an organic reaction: reactants, conditions, products, and yield Starting materials: NC=1C=CC2=C(C(OC3=NC=CC=C23)=O)C1 (8-amino-4-azabenzo[c]chromen-6-one), II (iodine). The solvent is CC(=O)C (acetone). Conditions: temperature 105 celsius, time 1 day. Yields the product CC1(NC2=CC=C3C4=CC=CN=C4OC(C3=C2C(=C1)C)=O)C (2,2,4-Trimethyl-1,2-dihydro-6-oxa-1,7-diazachrysen-5-one). Yield: 23.0%. Reaction SMILES: [NH2:1][C:2]1[CH:3]=[CH:4][C:5]2[C:14]3[C:9](=[N:10][CH:11]=[CH:12][CH:13]=3)[O:8][C:7](=[O:15])[C:6]=2[CH:16]=1.II>CC(C)=O>[CH3:6][C:5]1([CH3:14])[CH:4]=[C:3]([CH3:2])[C:16]2[C:2](=[CH:3][CH:4]=[C:5]3[C:6]=2[C:7](=[O:15])[O:8][C:9]2[C:14]3=[CH:13][CH:12]=[CH:11][N:10]=2)[NH:1]1. Procedure: In a pressure tube, 8-amino-4-azabenzo[c]chromen-6-one (Reference Compound No. 1-3-(5), 258 mg, 1.21 mmol) was dissolved in acetone (10 mL), then iodine (123 mg, 0.48 mmol) was added thereto, then the pressure tube was sealed, and then the reaction mixture was stirred at 105° C. for 1 day. After cooling down, the solvent was removed under reduced pressure. The obtained residue was purified by silica gel column chromatography (hexane-ethyl acetate) to give the titled reference compound (82.5 mg) ... Starting materials: N[C@H](CN1N=C(C=C1)C1=C(C(=C(C#N)C=C1)Cl)C)C ((S)-4-(1-(2-aminopropyl)-1H-pyrazol-3-yl)-2-chloro-3-methylbenzonitrile), FC(C=1SC=C(N1)C(=O)O)(F)F (2-(trifluoromethyl)thiazole-4-carboxylic acid). The product is ClC=1C(=C(C=CC1C#N)C1=NN(C=C1)C[C@H](C)NC(=O)C=1N=C(SC1)C(F)(F)F)C ((S)—N-(1-(3-(3-chloro-4-cyano-2-methylphenyl)-1H-pyrazol-1-yl)propan-2-yl)-2-(trifluoromethyl)thiazole-4-carboxamide). Isolated yield 13.4%. Reaction SMILES: [NH2:1][C@@H:2]([CH3:19])[CH2:3][N:4]1[CH:8]=[CH:7][C:6]([C:9]2[CH:16]=[CH:15][C:12]([C:13]#[N:14])=[C:11]([Cl:17])[C:10]=2[CH3:18])=[N:5]1.[F:20][C:21]([F:31])([F:30])[C:22]1[S:23][CH:24]=[C:25]([C:27](O)=[O:28])[N:26]=1>>[Cl:17][C:11]1[C:10]([CH3:18])=[C:9]([C:6]2[CH:7]=[CH:8][N:4]([CH2:3][C@@H:2]([NH:1][C:27]([C:25]3[N:26]=[C:22]([C:21]([F:31])([F:20])[F:30])[S:23][CH:24]=3)=[O:28])[CH3:19])[N:5]=2)[CH:16]=[CH:15][C:12]=1[C:13]#[N:14]. Reported procedure: (S)—N-(1-(3-(3-chloro-4-cyano-2-methylphenyl)-1H-pyrazol-1-yl)propan-2-yl)-2-(trifluoromethyl)thiazole-4-carboxamide was prepared using the method of Example 34(d) starting from (S)-4-(1-(2-aminopropyl)-1H-pyrazol-3-yl)-2-chloro-3-methylbenzonitrile (376 mg, 1.370 mmol) and 2-(trifluoromethyl)thiazole-4-carboxylic acid (324 mg, 1.644 mmol). The product was triturated using DCM and heptane. Yield 13.35%. 1H-NMR (400 MHz; CDCl3): δ 1.27 (d, 3H), 2.57 (s, 3H), 4.31 (dd, 1H), 4.46 (dd, 1H), 4.65 (m,... RXN SMILES: [Br:14][N:15]1[C:16](=[O:17])[CH2:18][CH2:19][C:20]1=[O:21].[C:34]([Cl:35])([Cl:36])([Cl:37])[Cl:38].[CH3:1][c:2]1[cH:3][cH:4][c:5]([CH:6]=[CH:7][C:8](=[O:9])[O:10][CH3:11])[cH:12][cH:13]1.[N:22]([C:23]([CH3:24])([CH3:25])[C:26]#[N:27])=[N:28][C:29]([CH3:30])([CH3:31])[C:32]#[N:33]>>[CH2:1]([c:2]1[cH:3][cH:4][c:5]([CH:6]=[CH:7][C:8](=[O:9])[O:10][CH3:11])[cH:12][cH:13]1)[Br:14]. Yields the product COC(=O)C=Cc1ccc(CBr)cc1. The reactants are O=C1CCC(=O)N1Br, ClC(Cl)(Cl)Cl, COC(=O)C=Cc1ccc(C)cc1, CC(C)(C#N)N=NC(C)(C)C#N. The product is [Br-].C(C)(C)(C)[N+](CC[C@H](C1=CC=CC=C1)C1=C(C=CC(=C1)C)O)(C)C ((3R)-N-(tert-Butyl)-3-(2-hydroxy-5-methylphenyl)-N,N-dimethyl-3-phenylpropan-1-aminium bromide). Reaction SMILES: [CH3:1][Br:2].[C:3]([N:7]([CH3:25])[CH2:8][CH2:9][C@@H:10]([C:17]1[CH:22]=[C:21]([CH3:23])[CH:20]=[CH:19][C:18]=1[OH:24])[C:11]1[CH:16]=[CH:15][CH:14]=[CH:13][CH:12]=1)([CH3:6])([CH3:5])[CH3:4]>>[Br-:2].[C:3]([N+:7]([CH3:1])([CH3:25])[CH2:8][CH2:9][C@@H:10]([C:17]1[CH:22]=[C:21]([CH3:23])[CH:20]=[CH:19][C:18]=1[OH:24])[C:11]1[CH:16]=[CH:15][CH:14]=[CH:13][CH:12]=1)([CH3:6])([CH3:5])[CH3:4] |f:2.3|. Procedure: Following the general procedure of Example 2 and making non critical variations, but starting with methyl bromide and 2-{(1R)-3-[tert-butyl(methyl)amino]-1-phenylpropyl}-4-methylphenol, the title compound is obtained. The reactants are CBr (methyl bromide), C(C)(C)(C)N(CC[C@H](C1=CC=CC=C1)C1=C(C=CC(=C1)C)O)C (2-{(1R)-3-[tert-butyl(methyl)amino]-1-phenylpropyl}-4-methylphenol). Starting materials: C(C=C)OC=1C(=C(C(=C(C1)OC)F)NC1=C(C=C(C=C1)I)F)[N+](=O)[O-] ((3-allyloxy-6-fluoro-5-methoxy-2-nitro-phenyl)-(2-fluoro-4-iodo-phenyl)-amine), [O-]S(=O)S(=O)[O-].[Na+].[Na+] (Na2S2O4). Solvent: C(C)O (ethanol), O (water). Yield: 96.3%. As a reaction SMILES: [CH2:1]([O:4][C:5]1[C:6]([N+:23]([O-])=O)=[C:7]([NH:14][C:15]2[CH:20]=[CH:19][C:18]([I:21])=[CH:17][C:16]=2[F:22])[C:8]([F:13])=[C:9]([O:11][CH3:12])[CH:10]=1)[CH:2]=[CH2:3].[O-]S(S([O-])=O)=O.[Na+].[Na+]>C(O)C.O>[CH2:1]([O:4][C:5]1[CH:10]=[C:9]([O:11][CH3:12])[C:8]([F:13])=[C:7]([NH:14][C:15]2[CH:20]=[CH:19][C:18]([I:21])=[CH:17][C:16]=2[F:22])[C:6]=1[NH2:23])[CH:2]=[CH2:3] |f:1.2.3|. The product is C(C=C)OC=1C=C(C(=C(C1N)NC1=C(C=C(C=C1)I)F)F)OC (6-allyloxy-3-fluoro-N2-(2-fluoro-4-iodo-phenyl)-4-methoxy-benzene-1,2-diamine). Reaction conditions: temperature 70 celsius. Reported procedure: To a solution of (3-allyloxy-5,6-difluoro-2-nitro-phenyl)-(2-fluoro-4-iodo-phenyl)-amine (Intermediate 7, 1.0 g, 2.22 mmol) in THF (8 mL) was drop wise added NaOMe solution [prepared by dissolving Na metal (51 mg, 2.2 mmol) in methanol (5 mL)] at −78° C. After complete addition, the reaction mixture was warmed to room temperature and stirred for 16 h. The progress of reaction was monitored by TLC. After completion, reaction mixture was concentrated under reduced pressure. The residue was dissolv...